From a dataset of the Open Reaction Database (ORD), a public repository of structured organic reaction records. describe an organic reaction: reactants, conditions, products, and yield Procedure details: 24.8 g (0.1 mol) of 3-pyrazol-1-yl-7-chloro-benzo-1,2,4-triazine 1-oxide were hydrogenated in 150 ml of ethanol at 25° to 30° C. in the presence of Raney nickel under a hydrogen pressure of 50 bars, until the pressure remained constant. The catalyst was filtered off and the solution was evaporated in vacuo. 3-(Pyrazol-1-yl)-7-chloro-benzo-1,2,4-triazine of melting point 188° C. was obtained in virtually quantitative yield. The compound could be recrystallized from toluene. The reagents and catalysts are [Ni] (Raney nickel). RXN SMILES: [N:1]1([C:6]2[N:7]=[N+:8]([O-])[C:9]3[CH:15]=[C:14]([Cl:16])[CH:13]=[CH:12][C:10]=3[N:11]=2)[CH:5]=[CH:4][CH:3]=[N:2]1>C(O)C.[Ni]>[N:1]1([C:6]2[N:7]=[N:8][C:9]3[CH:15]=[C:14]([Cl:16])[CH:13]=[CH:12][C:10]=3[N:11]=2)[CH:5]=[CH:4][CH:3]=[N:2]1. Yields the product N1(N=CC=C1)C=1N=NC2=C(N1)C=CC(=C2)Cl (3-(Pyrazol-1-yl)-7-chloro-benzo-1,2,4-triazine). The solvent is C(C)O (ethanol). Reactants: N1(N=CC=C1)C=1N=[N+](C2=C(N1)C=CC(=C2)Cl)[O-] (3-pyrazol-1-yl-7-chloro-benzo-1,2,4-triazine 1-oxide). Product: CCSC(N)=C(C#N)C#N. Reaction SMILES: [C:2](#[N:3])[C:4]([C:5]#[N:6])=[C:7]([S:8][CH2:9][CH3:10])[S:11][CH2:12][CH3:13].[CH3:14][CH2:15][OH:16].[NH3:1]>>[NH2:1][C:7](=[C:4]([C:2]#[N:3])[C:5]#[N:6])[S:8][CH2:9][CH3:10]. Reactants: CCSC(SCC)=C(C#N)C#N, CCO, N. Starting materials: CC(CC=1C=CC2=C(CCO2)C1)=C (5-(2-methylallyl)-2,3-dihydrobenzofuran), N1=CC=CC=C1 (pyridine), NC(=S)N (Thiourea), O=[O+][O-] (ozone). Run in C(Cl)Cl (methylene chloride), CO (methanol). Yields the product O1CCC2=C1C=CC(=C2)CC(C)=O (1-(2,3-dihydrobenzofuran-5-yl)propan-2-one). Yield: 54.0%. RXN SMILES: [CH3:1][C:2](=C)[CH2:3][C:4]1[CH:5]=[CH:6][C:7]2[O:11][CH2:10][CH2:9][C:8]=2[CH:12]=1.N1C=CC=CC=1.[O:20]=[O+][O-].NC(N)=S>C(Cl)Cl.CO>[O:11]1[C:7]2[CH:6]=[CH:5][C:4]([CH2:3][C:2](=[O:20])[CH3:1])=[CH:12][C:8]=2[CH2:9][CH2:10]1. Procedure: A solution of 5-(2-methylallyl)-2,3-dihydrobenzofuran (58 grams, 0.333 mole) and pyridine (27 ml) in methylene chloride (450 ml) and methanol (150 ml) was cooled in a dry ice/acetone bath and a stream of ozone passed through for 1.0 hour. Thiourea (18 grams, 0.24 mole) was added and the mixture was warmed to room temperature. The resultant precipitate was filtered and the mother liquor evaporated to give an oil which was distilled under reduced pressure to give 1-(2,3-dihydrobenzofuran-5-yl)prop... Reactants: C(C)(C)(C)OC(=O)NC[C@H]1CN(CC1)CCCN (3-((3S)-3-tert-Butoxycarbonylaminomethylpyrrolidin-1-yl)propylamine), C(C1=CC=CC=C1)(=O)Cl (benzoyl chloride), NC1=CC(=C(C(=O)O)C=C1Cl)OC (4-amino-5-chloro-2-methoxybenzoic acid). The product is NC1=CC(=C(C(=O)NC[C@H]2CN(CC2)CCCNC(C2=CC=CC=C2)=O)C=C1Cl)OC (4-amino-N-((3S)-1-(3-benzoylaminopropyl)pyrrolidin-3-ylmethyl)-5-chloro-2-methoxybenzamide). As a reaction SMILES: C(O[C:6]([NH:8][CH2:9][C@@H:10]1[CH2:14][CH2:13][N:12]([CH2:15][CH2:16][CH2:17][NH2:18])[CH2:11]1)=[O:7])(C)(C)C.[C:19](Cl)(=[O:26])[C:20]1[CH:25]=[CH:24][CH:23]=[CH:22][CH:21]=1.[NH2:28][C:29]1[C:37]([Cl:38])=[CH:36][C:32](C(O)=O)=[C:31]([O:39][CH3:40])[CH:30]=1>>[NH2:28][C:29]1[C:37]([Cl:38])=[CH:36][C:32]([C:6]([NH:8][CH2:9][C@@H:10]2[CH2:14][CH2:13][N:12]([CH2:15][CH2:16][CH2:17][NH:18][C:19](=[O:26])[C:20]3[CH:25]=[CH:24][CH:23]=[CH:22][CH:21]=3)[CH2:11]2)=[O:7])=[C:31]([O:39][CH3:40])[CH:30]=1. Procedure details: 3-((3S)-3-tert-Butoxycarbonylaminomethylpyrrolidin-1-yl)propylamine (1.50 g) as starting compound was reacted and treated in the same manner as in Example 1 using benzoyl chloride (0.68 ml) and 4-amino-5-chloro-2-methoxybenzoic acid (1.17 g) to give 4-amino-N-((3S)-1-(3-benzoylaminopropyl)pyrrolidin-3-ylmethyl)-5-chloro-2-methoxybenzamide. Product: CC=1N(C2=CC=C(C=C2C1C)C(=O)OCC)CCC1=CC=CC=C1 (ethyl 2,3-dimethyl-1-(2-phenylethyl)-1H-indole-5-carboxylate). Run in C1(=CC=CC=C1)C (toluene). As a reaction SMILES: [CH3:1][C:2]1[NH:3][C:4]2[C:9]([C:10]=1[CH3:11])=[CH:8][C:7]([C:12]([O:14][CH2:15][CH3:16])=[O:13])=[CH:6][CH:5]=2.[C:17]1([CH2:23][CH2:24]O)[CH:22]=[CH:21][CH:20]=[CH:19][CH:18]=1.C(C=C1CCP(C)C1(C)C)#N>C1(C)C=CC=CC=1>[CH3:1][C:2]1[N:3]([CH2:24][CH2:23][C:17]2[CH:22]=[CH:21][CH:20]=[CH:19][CH:18]=2)[C:4]2[C:9]([C:10]=1[CH3:11])=[CH:8][C:7]([C:12]([O:14][CH2:15][CH3:16])=[O:13])=[CH:6][CH:5]=2. Conditions: temperature 100 celsius, time 17 hour. Reactants: C1(=CC=CC=C1)CCO (2-phenylethanol), C(#N)C=C1C(P(CC1)C)(C)C (cyanomethylene trimethylphospholan), CC=1NC2=CC=C(C=C2C1C)C(=O)OCC (ethyl 2,3-dimethyl-1H-indole-5-carboxylate). Procedure: A 211 mg portion of ethyl 2,3-dimethyl-1H-indole-5-carboxylate was dissolved in 10 ml of toluene, and 0.232 ml of 2-phenylethanol and 224 mg of cyanomethylene trimethylphospholan were added at room temperature, followed by stirring at 100° C. for 17 hours. After evaporation of the solvent under a reduced pressure, the residue was purified by silica gel column chromatography (ethyl acetate:hexane=1:49 to 1:9) to obtain 107 mg of ethyl 2,3-dimethyl-1-(2-phenylethyl)-1H-indole-5-carboxylate as a co...